The task is: describe an organic reaction: reactants, conditions, products, and yield. This data is from the Open Reaction Database (ORD), a public repository of structured organic reaction records. The reactants are CCCCCC(OC(C)=O)c1ccc(C2C(CC=CCCCC(=O)OC)CCC2OC(=O)c2ccc([N+](=O)[O-])cc2)cc1, CO, [Cl-], [K+], [K+], [NH4+], O=C([O-])[O-]. The product is CCCCCC(OC(C)=O)c1ccc(C2C(O)CCC2CC=CCCCC(=O)OC)cc1. As a reaction SMILES: [C:1]([CH3:2])(=[O:3])[O:4][CH:5]([CH2:6][CH2:7][CH2:8][CH2:9][CH3:10])[c:11]1[cH:12][cH:13][c:14]([CH:17]2[CH:18]([O:32][C:33](=[O:34])[c:35]3[cH:36][cH:37][c:38]([N+:39]([O-:40])=[O:41])[cH:42][cH:43]3)[CH2:19][CH2:20][CH:21]2[CH2:22][CH:23]=[CH:24][CH2:25][CH2:26][CH2:27][C:28](=[O:29])[O:30][CH3:31])[cH:15][cH:16]1.[CH3:52][OH:53].[Cl-:50].[K+:44].[K+:45].[NH4+:51].[O-:46][C:47]([O-:48])=[O:49]>>[C:1]([CH3:2])(=[O:3])[O:4][CH:5]([CH2:6][CH2:7][CH2:8][CH2:9][CH3:10])[c:11]1[cH:12][cH:13][c:14]([CH:17]2[CH:18]([OH:32])[CH2:19][CH2:20][CH:21]2[CH2:22][CH:23]=[CH:24][CH2:25][CH2:26][CH2:27][C:28](=[O:29])[O:30][CH3:31])[cH:15][cH:16]1. Reactants: BrC1=C(C(=O)O)C=C(C=C1)OC (2-bromo-5-methoxybenzoic acid), C(CCC)[Li] (n-butyllithium), C1(=CC=CC=C1)C1=CC=C(C(=O)N(C)OC)C=C1 (4-phenyl-N-methoxy-N-methylbenzamide). Product: C1(=CC=C(C=C1)C(=O)C1=C(C(=O)O)C=C(C=C1)OC)C1=CC=CC=C1 (2-(biphenyl-4-carbonyl)-5-methoxybenzoic acid). As a reaction SMILES: Br[C:2]1[CH:10]=[CH:9][C:8]([O:11][CH3:12])=[CH:7][C:3]=1[C:4]([OH:6])=[O:5].C([Li])CCC.[C:18]1([C:24]2[CH:35]=[CH:34][C:27]([C:28](N(OC)C)=[O:29])=[CH:26][CH:25]=2)[CH:23]=[CH:22][CH:21]=[CH:20][CH:19]=1>>[C:24]1([C:18]2[CH:19]=[CH:20][CH:21]=[CH:22][CH:23]=2)[CH:25]=[CH:26][C:27]([C:28]([C:2]2[CH:10]=[CH:9][C:8]([O:11][CH3:12])=[CH:7][C:3]=2[C:4]([OH:6])=[O:5])=[O:29])=[CH:34][CH:35]=1. Procedure: This compound is synthesized according to the method described in 3.2. by reacting 2-bromo-5-methoxybenzoic acid pretreated with n-butyllithium with 4-phenyl-N-methoxy-N-methylbenzamide.